This data is from the Open Reaction Database (ORD), a public repository of structured organic reaction records. The task is: describe an organic reaction: reactants, conditions, products, and yield The reactants are BrCCCBr, O=C([O-])[O-], COc1cc(C)ccc1O, CC#N, [Cs+], [Cs+]. The product is COc1cc(C)ccc1OCCCBr. RXN SMILES: [Br:11][CH2:12][CH2:13][CH2:14][Br:15].[C:16](=[O:17])([O-:18])[O-:19].[CH3:1][O:2][c:3]1[c:4]([OH:10])[cH:5][cH:6][c:7]([CH3:9])[cH:8]1.[CH3:22][C:23]#[N:24].[Cs+:20].[Cs+:21]>>[CH3:1][O:2][c:3]1[c:4]([O:10][CH2:14][CH2:13][CH2:12][Br:11])[cH:5][cH:6][c:7]([CH3:9])[cH:8]1. Starting materials: N1CCC(CC1)N1N=CC(=C1)C1=CC=2N(N=C1)C(=CN2)C=2C=C(C=CC2)NC(=O)NCC(F)(F)F (N-{3-[7-(1-piperidin-4-yl-1H-pyrazol-4-yl)imidazo[1,2-b]pyridazin-3-yl]phenyl}-N′-(2,2,2-trifluoroethyl)urea), COCC(=O)Cl (methoxyacetyl chloride), C(C)(C)N(C(C)C)CC (N,N-diisopropylethylamine). The solvent is CS(=O)C (dimethylsulfoxide). Product: COCC(=O)N1CCC(CC1)N1N=CC(=C1)C1=CC=2N(N=C1)C(=CN2)C=2C=C(C=CC2)NC(=O)NCC(F)(F)F (N-[3-(7-{1-[1-(methoxyacetyl)piperidin-4-yl]-1H-pyrazol-4-yl}imidazo[1,2-b]pyridazin-3-yl)phenyl]-N′-(2,2,2-trifluoroethyl)urea). RXN SMILES: [NH:1]1[CH2:6][CH2:5][CH:4]([N:7]2[CH:11]=[C:10]([C:12]3[CH:17]=[N:16][N:15]4[C:18]([C:21]5[CH:22]=[C:23]([NH:27][C:28]([NH:30][CH2:31][C:32]([F:35])([F:34])[F:33])=[O:29])[CH:24]=[CH:25][CH:26]=5)=[CH:19][N:20]=[C:14]4[CH:13]=3)[CH:9]=[N:8]2)[CH2:3][CH2:2]1.[CH3:36][O:37][CH2:38][C:39](Cl)=[O:40].C(N(CC)C(C)C)(C)C>CS(C)=O>[CH3:36][O:37][CH2:38][C:39]([N:1]1[CH2:6][CH2:5][CH:4]([N:7]2[CH:11]=[C:10]([C:12]3[CH:17]=[N:16][N:15]4[C:18]([C:21]5[CH:22]=[C:23]([NH:27][C:28]([NH:30][CH2:31][C:32]([F:33])([F:35])[F:34])=[O:29])[CH:24]=[CH:25][CH:26]=5)=[CH:19][N:20]=[C:14]4[CH:13]=3)[CH:9]=[N:8]2)[CH2:3][CH2:2]1)=[O:40]. Procedure: A mixture of N-{3-[7-(1-piperidin-4-yl-1H-pyrazol-4-yl)imidazo[1,2-b]pyridazin-3-yl]phenyl}-N′-(2,2,2-trifluoroethyl)urea (20.0 mg, 0.0413 mmol), methoxyacetyl chloride (5.66 μL, 0.0619 mmol) and N,N-diisopropylethylamine (40.0 μL, 0.230 mmol, Aldrich, Cat. No. M9653) in dimethylsulfoxide (DMSO) (0.5 mL) was stirred at r.t. for 4 h. The mixture was purified by RP-HPLC (pH=10) to afford the desired product. LCMS (M+H)+: m/z=557.2. The reactants are C1(CC1)COC1=CC2=C(N=C(O2)[C@@H]2CC[C@H](CC2)OCC(C)=O)C=C1 (1-({trans-4-[6-(cyclopropylmethoxy)-1,3-benzoxazol-2-yl]cyclohexyl}oxy)propan-2-one), [BH4-].[Na+] (sodium borohydride). Solvent: C(C)O (ethanol). Run at temperature 0 celsius, time 1 hour. The product is C1(CC1)COC1=CC2=C(N=C(O2)[C@@H]2CC[C@H](CC2)OCC(C)O)C=C1 (1-({trans-4-[6-(cyclopropylmethoxy)-1,3-benzoxazol-2-yl]cyclohexyl}oxy)propan-2-ol). Isolated yield 104.0%. RXN SMILES: [CH:1]1([CH2:4][O:5][C:6]2[CH:25]=[CH:24][C:9]3[N:10]=[C:11]([C@H:13]4[CH2:18][CH2:17][C@H:16]([O:19][CH2:20][C:21](=[O:23])[CH3:22])[CH2:15][CH2:14]4)[O:12][C:8]=3[CH:7]=2)[CH2:3][CH2:2]1.[BH4-].[Na+]>C(O)C>[CH:1]1([CH2:4][O:5][C:6]2[CH:25]=[CH:24][C:9]3[N:10]=[C:11]([C@H:13]4[CH2:18][CH2:17][C@H:16]([O:19][CH2:20][CH:21]([OH:23])[CH3:22])[CH2:15][CH2:14]4)[O:12][C:8]=3[CH:7]=2)[CH2:3][CH2:2]1 |f:1.2|. Procedure: To a solution of 1-({trans-4-[6-(cyclopropylmethoxy)-1,3-benzoxazol-2-yl]cyclohexyl}oxy)propan-2-one (259 mg) in ethanol (5 mL) was added sodium borohydride (57 mg) under ice-cooling. The reaction mixture was stirred at 0° C. for 1 hr, and extracted with ethyl acetate and 1M hydrochloric acid. The obtained organic layer was washed with saturated brine, dried over anhydrous magnesium sulfate, and concentrated under reduced pressure. The obtained residue was purified by silica gel chromatography (... The reactants are C(C1=CC=CC=C1)OC(=O)N1C(CC(C1)O)CC1=CN(C2=NC=CC=C21)C(C)=O (2-(1-Acetyl-1H-pyrrolo[2,3-b] pyridine-3-ylmethyl)-4-hydroxy-pyrrolidine-1-carboxylic acid benzyl ester), [OH-].[Na+] (NaOH). Run in CO (MeOH). Reaction conditions: time 1 hour. Yields the product C(C1=CC=CC=C1)OC(=O)N1C(CC(C1)O)CC1=CNC2=NC=CC=C21 (4-Hydroxy-2-(1H-pyrrolo[2,3-b] pyridin-3-ylmethyl)-pyrrolidine-1-carboxylic acid benzyl ester). Reaction SMILES: [CH2:1]([O:8][C:9]([N:11]1[CH2:15][CH:14]([OH:16])[CH2:13][CH:12]1[CH2:17][C:18]1[C:26]2[C:21](=[N:22][CH:23]=[CH:24][CH:25]=2)[N:20](C(=O)C)[CH:19]=1)=[O:10])[C:2]1[CH:7]=[CH:6][CH:5]=[CH:4][CH:3]=1.[OH-].[Na+]>CO>[CH2:1]([O:8][C:9]([N:11]1[CH2:15][CH:14]([OH:16])[CH2:13][CH:12]1[CH2:17][C:18]1[C:26]2[C:21](=[N:22][CH:23]=[CH:24][CH:25]=2)[NH:20][CH:19]=1)=[O:10])[C:2]1[CH:3]=[CH:4][CH:5]=[CH:6][CH:7]=1 |f:1.2|. Procedure: To a solution containing 71 (2.11 g, 5.36 mmol) in MeOH (30 mL) at 0° C. was added 1M NaOH (8.1 mL, 8.05 mmol) in a dropwise fashion. After 1 h, TLC analysis revealed complete consumption of 71 [EtOAc, Rf(71)=0.4; Rf(72)=0.2]. The MeOH was removed in vacuo and the residue was dissolved in EtOAc, washed with dilute aqueous HCl, water, brine, dried over anhydrous Na2SO4, filtered and concentrated to afford 1.99 g of crude 72 which was used in the next step without further purification. As a reaction SMILES: [CH2:1]([C:5]1[N:9]([CH2:10][C:11]2[CH:16]=[CH:15][C:14]([C:17]3[C:18]([C:23]([O:25]CC)=[O:24])=[CH:19][CH:20]=[CH:21][CH:22]=3)=[CH:13][CH:12]=2)[C:8]2[C:28]([NH:32][CH2:33][CH2:34][CH3:35])=[CH:29][CH:30]=[CH:31][C:7]=2[N:6]=1)[CH2:2][CH2:3][CH3:4].[OH-].[Na+].C(O)C>>[CH2:1]([C:5]1[N:9]([CH2:10][C:11]2[CH:12]=[CH:13][C:14]([C:17]3[C:18]([C:23]([OH:25])=[O:24])=[CH:19][CH:20]=[CH:21][CH:22]=3)=[CH:15][CH:16]=2)[C:8]2[C:28]([NH:32][CH2:33][CH2:34][CH3:35])=[CH:29][CH:30]=[CH:31][C:7]=2[N:6]=1)[CH2:2][CH2:3][CH3:4] |f:1.2.3|. Reactants: C(CCC)C1=NC2=C(N1CC1=CC=C(C=C1)C=1C(=CC=CC1)C(=O)OCC)C(=CC=C2)NCCC (ethyl 4'-[(2-n-butyl-7-n-propylamino-benzimidazol-1-yl)-methyl]biphenyl-2-carboxylate), [OH-].[Na+].C(C)O (sodium hydroxide ethanol). Product: C(CCC)C1=NC2=C(N1CC1=CC=C(C=C1)C=1C(=CC=CC1)C(=O)O)C(=CC=C2)NCCC (4'-[(2-n-Butyl-7-n-propylamino-benzimidazol-1-yl)-methyl]biphenyl-2-carboxylic acid). Procedure: Prepared in analogous manner to Example 72 from ethyl 4'-[(2-n-butyl-7-n-propylamino-benzimidazol-1-yl)-methyl]biphenyl-2-carboxylate and 2N sodium hydroxide/ethanol.